Task: describe an organic reaction: reactants, conditions, products, and yield. Dataset: the Open Reaction Database (ORD), a public repository of structured organic reaction records Starting materials: CCOC(=O)C1(C(=O)OCC)CC1, C1CCOC1, ClCCl. Yields the product CCOC(=O)C1(CO)CC1. As a reaction SMILES: [C:1]1([C:4](=[O:5])[O:6][CH2:7][CH3:8])([C:9](=[O:10])[O:11][CH2:12][CH3:13])[CH2:2][CH2:3]1.[CH2:14]1[O:15][CH2:16][CH2:17][CH2:18]1.[Cl:19][CH2:20][Cl:21]>>[C:1]1([C:4](=[O:5])[O:6][CH2:7][CH3:8])([CH2:9][OH:10])[CH2:2][CH2:3]1.